Dataset: the Open Reaction Database (ORD), a public repository of structured organic reaction records. Task: describe an organic reaction: reactants, conditions, products, and yield Starting materials: Cl[Sn]Cl (SnCl2), N1=C(N=CC=C1)N1CCN(CC1)CCCCN1S(C2=C(C1=O)C=CC(=C2)[N+](=O)[O-])(=O)=O (2-(4-(4-(2-pyrimidinyl)-1-piperazinyl)butyl)-6-nitro-1,2-benzoisothiazol-3(2H)one 1,1-dioxide), O (H2O). Solvent: Cl (hydrochloric acid), Cl (hydrochloric acid). Conditions: time 30 minute. Yields the product N1=C(N=CC=C1)N1CCN(CC1)CCCCN1SC2=C(C1)C=CC(=C2)N (2-(4-(4-(2-pyrimidinyl)-1-piperazinyl)butyl)-6-amino-1,2- benzIsothiazol). Yield: 71.0%. As a reaction SMILES: [N:1]1[CH:6]=[CH:5][CH:4]=[N:3][C:2]=1[N:7]1[CH2:12][CH2:11][N:10]([CH2:13][CH2:14][CH2:15][CH2:16][N:17]2[C:21](=O)[C:20]3[CH:23]=[CH:24][C:25]([N+:27]([O-])=O)=[CH:26][C:19]=3[S:18]2(=O)=O)[CH2:9][CH2:8]1.Cl[Sn]Cl.O>Cl>[N:3]1[CH:4]=[CH:5][CH:6]=[N:1][C:2]=1[N:7]1[CH2:8][CH2:9][N:10]([CH2:13][CH2:14][CH2:15][CH2:16][N:17]2[CH2:21][C:20]3[CH:23]=[CH:24][C:25]([NH2:27])=[CH:26][C:19]=3[S:18]2)[CH2:11][CH2:12]1. Reported procedure: 0.03 mol of 2-(4-(4-(2-pyrimidinyl)-1-piperazinyl)butyl)-6-nitro-1,2-benzoisothiazol-3(2H)one 1,1-dioxide is dissolved in 50 ml of concentrated hydrochloric acid, and a solution of 0.13 mol of SnCl2.2 H2O in 100 ml of concentrated hydrochloric acid is added After the exothermic reaction is complete, the mixture is stirred for 30 minutes. The mixture is poured onto ice, filtered and the crystals are washed with water. After treatment with dilute sodium hydroxide solution, the base is extracted by... The reactants are C(=O)(O)C1CN(CCC1)C(=O)C1CCN(CC1)C1=CC=NC=C1 (3-carboxy-1-[4-pyridylpiperidin-4-ylcarbonyl]piperidine), NC1=CC=CC=C1 (aniline), OC1=CC=CC=2NN=NC21 (hydroxybenztriazole), CN1CCOCC1 (N-methylmorpholine). Solvent: CCOCC (Ether). RXN SMILES: [C:1]([CH:4]1[CH2:9][CH2:8][CH2:7][N:6]([C:10]([CH:12]2[CH2:17][CH2:16][N:15]([C:18]3[CH:23]=[CH:22][N:21]=[CH:20][CH:19]=3)[CH2:14][CH2:13]2)=[O:11])[CH2:5]1)([OH:3])=O.[NH2:24][C:25]1[CH:30]=[CH:29][CH:28]=[CH:27][CH:26]=1.OC1C2N=NNC=2C=CC=1.CN1CCOCC1>CCOCC>[C:25]1([NH:24][C:1]([CH:4]2[CH2:9][CH2:8][CH2:7][N:6]([C:10]([CH:12]3[CH2:17][CH2:16][N:15]([C:18]4[CH:23]=[CH:22][N:21]=[CH:20][CH:19]=4)[CH2:14][CH2:13]3)=[O:11])[CH2:5]2)=[O:3])[CH:30]=[CH:29][CH:28]=[CH:27][CH:26]=1. Conditions: temperature 2.5 celsius, time 30 minute. Reported procedure: Dicyclocarbodiimide (620 mg) was added to a stirred mixture of the crude 3-carboxy-1-[4-pyridylpiperidin-4-ylcarbonyl]piperidine product from step (b) (1 g), aniline (0.17 ml), hydroxybenztriazole, (236 mg), N-methylmorpholine (0.29 ml) under an atmosphere of argon with cooling to 0 to 5° C. The mixture was stirred at 0° C. for 30 minutes and then allowed to warm to ambient temperature and stirred overnight. The mixture was quenched with water and the solvent removed by evaporation. The residue ... Product: C1(=CC=CC=C1)NC(=O)C1CN(CCC1)C(=O)C1CCN(CC1)C1=CC=NC=C1 (3-(phenylaminocarbonyl)-1-[1-(4-pyridyl)piperidin-4-ylcarbonyl]piperidine).